Task: describe an organic reaction: reactants, conditions, products, and yield. Dataset: the Open Reaction Database (ORD), a public repository of structured organic reaction records The reactants are BrC1=CN=C2N1C=CC(=N2)C(F)(F)F (3-Bromo-7-trifluoromethylimidazo[1,2-α]pyrimidine), FC1=C(C=CC(=C1C=1C=NC=CC1)F)B(O)O (2,4-difluoro-3-(pyridin-3-yl)benzeneboronic acid). The product is FC1=C(C=CC(=C1C=1C=NC=CC1)F)C1=CN=C2N1C=CC(=N2)C(F)(F)F (3-[2,4-difluoro-3-(pyridin-3-yl)phenyl]-7-trifluoromethylimidazo[1,2-α]pyrimidine). As a reaction SMILES: Br[C:2]1[N:6]2[CH:7]=[CH:8][C:9]([C:11]([F:14])([F:13])[F:12])=[N:10][C:5]2=[N:4][CH:3]=1.[F:15][C:16]1[C:21]([C:22]2[CH:23]=[N:24][CH:25]=[CH:26][CH:27]=2)=[C:20]([F:28])[CH:19]=[CH:18][C:17]=1B(O)O>>[F:28][C:20]1[C:21]([C:22]2[CH:23]=[N:24][CH:25]=[CH:26][CH:27]=2)=[C:16]([F:15])[CH:17]=[CH:18][C:19]=1[C:2]1[N:6]2[CH:7]=[CH:8][C:9]([C:11]([F:14])([F:13])[F:12])=[N:10][C:5]2=[N:4][CH:3]=1. Reported procedure: 3-Bromo-7-trifluoromethylimidazo[1,2-α]pyrimidine was coupled with 2,4-difluoro-3-(pyridin-3-yl)benzeneboronic acid as described in Example 1 to give 3-[2,4-difluoro-3-(pyridin-3-yl)phenyl]-7-trifluoromethylimidazo[1,2-α]pyrimidine as an off-white solid. Bis-hydrochloride salt (from ethyl acetate/ethanol): δH (400 MHz, DMSO) 7.60-7.65 (2H, m), 7.90-7.96 (2H, m), 8.34 (1H, s), 8.47 (1H, d, J 8), 8.87 (1H, dd, J 5 and 1), 9.08 (1H, s), 9.32 (1H, dd, J 7 and 3). Reactants: CN1CNC(=N[N+](=O)[O-])N(C)C1, ClCc1cnc(Cl)s1, [H-], [H][H], [Na+], CN(C)C=O. Yields the product CN1CN(C)C(=N[N+](=O)[O-])N(Cc2cnc(Cl)s2)C1. RXN SMILES: [CH3:1][N:2]1[C:3](=[N:9][N+:10](=[O:11])[O-:12])[NH:4][CH2:5][N:6]([CH3:8])[CH2:7]1.[Cl:17][c:18]1[s:19][c:20]([CH2:23][Cl:24])[cH:21][n:22]1.[H-:13].[H:15][H:16].[Na+:14].[O:25]=[CH:26][N:27]([CH3:28])[CH3:29]>>[CH3:1][N:2]1[C:3](=[N:9][N+:10](=[O:11])[O-:12])[N:4]([CH2:23][c:20]2[s:19][c:18]([Cl:17])[n:22][cH:21]2)[CH2:5][N:6]([CH3:8])[CH2:7]1. The reactants are ClC1=NC=C(C=C1)CCl (2-Chloro-5-chloromethylpyridine), C1(C=2C(C(N1)=O)=CC=CC2)=O.[K] (potassium phthalimide). The solvent is ClCCl (dichloromethane). Run at temperature 160 celsius, time 12 hour. Yields the product ClC1=CC=C(C=N1)CN1C(C=2C(C1=O)=CC=CC2)=O (N-(6-chloro-3-pyridylmethyl) phthalimide). RXN SMILES: [Cl:1][C:2]1[CH:7]=[CH:6][C:5]([CH2:8]Cl)=[CH:4][N:3]=1.[C:10]1(=[O:20])[NH:14][C:13](=[O:15])[C:12]2=[CH:16][CH:17]=[CH:18][CH:19]=[C:11]12.[K]>ClCCl>[Cl:1][C:2]1[N:3]=[CH:4][C:5]([CH2:8][N:14]2[C:13](=[O:15])[C:12]3=[CH:16][CH:17]=[CH:18][CH:19]=[C:11]3[C:10]2=[O:20])=[CH:6][CH:7]=1 |f:1.2,^1:20|. Procedure details: 2-Chloro-5-chloromethylpyridine (8.1 g, 0.05 mol) and potassium phthalimide (10.2 g, 0.055 mol) were mixed together at ambient temperature (20° C.) and the resulting mixture was then heated with stirring at 160° C. for 12 hours. The reaction mixture was then cooled to ambient temperature (20° C.) and dichloromethane was added until most of the solid residue had dissolved. The dichloromethane extract was then washed with water (2×150 ml) and brine (1×200 ml), dried using magnesium sulphate, and e... Reactants: OC=1C=CC=C2C=NC=NC12 (8-hydroxy-quinazoline), C1CC(=O)N(C1=O)Br (N-bromosuccimide). Product: BrC1=C2C=NC=NC2=C(C=C1)O (5-bromo-8-hydroxy-quinazoline). As a reaction SMILES: [OH:1][C:2]1[CH:3]=[CH:4][CH:5]=[C:6]2[C:11]=1[N:10]=[CH:9][N:8]=[CH:7]2.C1C(=O)N([Br:19])C(=O)C1>>[Br:19][C:5]1[CH:4]=[CH:3][C:2]([OH:1])=[C:11]2[C:6]=1[CH:7]=[N:8][CH:9]=[N:10]2. Procedure details: Bromination of 8-hydroxy-quinazoline (A1) with N-bromosuccimide, according to the method previously described by Gerson and McNeil,15 gave 5-bromo-8-hydroxy-quinazoline (A139). Starting materials: Cl (hydrochloric acid), C(C1=CC=CC=C1)O[C@@H]1[C@H](CCCC1)NC1=C(C(=O)NC2=CC=C3CCC(N(C3=C2)C)=O)C=CC(=C1)C(F)(F)F (2-{[(1S,2S)-2-(benzyloxy)cyclohexyl]amino}-N-(1-methyl-2-oxo-1,2,3,4-tetrahydroquinolin-7-yl)-4-(trifluoromethyl)benzamide), C([O-])(O)=O.[Na+] (sodium bicarbonate). The reagents and catalysts are [C].[Pd] (palladium-carbon). Run in C(C)O (ethanol). Conditions: time 1 day. The product is O[C@@H]1[C@H](CCCC1)NC1=C(C(=O)NC2=CC=C3CCC(N(C3=C2)C)=O)C=CC(=C1)C(F)(F)F (2-{[(1S,2S)-2-hydroxycyclohexyl]amino}-N-(1-methyl-2-oxo-1,2,3,4-tetrahydroquinolin-7-yl)-4-(trifluoromethyl)benzamide). Yield: 56.3%. RXN SMILES: Cl.C([O:9][C@H:10]1[CH2:15][CH2:14][CH2:13][CH2:12][C@@H:11]1[NH:16][C:17]1[CH:37]=[C:36]([C:38]([F:41])([F:40])[F:39])[CH:35]=[CH:34][C:18]=1[C:19]([NH:21][C:22]1[CH:31]=[C:30]2[C:25]([CH2:26][CH2:27][C:28](=[O:33])[N:29]2[CH3:32])=[CH:24][CH:23]=1)=[O:20])C1C=CC=CC=1.C(=O)(O)[O-].[Na+]>[C].[Pd].C(O)C>[OH:9][C@H:10]1[CH2:15][CH2:14][CH2:13][CH2:12][C@@H:11]1[NH:16][C:17]1[CH:37]=[C:36]([C:38]([F:41])([F:39])[F:40])[CH:35]=[CH:34][C:18]=1[C:19]([NH:21][C:22]1[CH:31]=[C:30]2[C:25]([CH2:26][CH2:27][C:28](=[O:33])[N:29]2[CH3:32])=[CH:24][CH:23]=1)=[O:20] |f:2.3,4.5|. Procedure: At room temperature, 1 M hydrochloric acid (0.38 mL) was added to an ethanol (20 mL) solution of 2-{[(1S,2S)-2-(benzyloxy)cyclohexyl]amino}-N-(1-methyl-2-oxo-1,2,3,4-tetrahydroquinolin-7-yl)-4-(trifluoromethyl)benzamide (140 mg), 10% palladium-carbon (240 mg) was added, followed by stirring for 1 day under an atmosphere of hydrogen. After neutralizing with a saturated sodium bicarbonate aqueous solution extracting with chloroform, the organic layer was concentrated under a reduced pressure. By p... Starting materials: CO, COC(=O)c1ccc2nn(C)cc2c1, Cl, [Li+], [OH-]. Product: Cn1cc2cc(C(=O)O)ccc2n1. As a reaction SMILES: [CH3:18][OH:19].[CH3:1][n:2]1[n:3][c:4]2[cH:5][cH:6][c:7]([C:11](=[O:12])[O:13][CH3:14])[cH:8][c:9]2[cH:10]1.[ClH:17].[Li+:16].[OH-:15]>>[CH3:1][n:2]1[n:3][c:4]2[cH:5][cH:6][c:7]([C:11](=[O:12])[OH:13])[cH:8][c:9]2[cH:10]1. Starting materials: CC(C)(C)OC(=O)CCC(=O)O, CCOC(C)=O, C(=NC1CCCCC1)=NC1CCCCC1, CCCCCC, C1CCOC1, O=C1CCC(=O)N1O. Product: CC(C)(C)OC(=O)CCC(=O)ON1C(=O)CCC1=O. As a reaction SMILES: [C:1]([CH2:2][CH2:3][C:4](=[O:5])[OH:6])(=[O:7])[O:8][C:9]([CH3:10])([CH3:11])[CH3:12].[C:42]([O:43][CH2:44][CH3:45])(=[O:46])[CH3:47].[CH2:21]1[CH2:22][CH2:23][CH:24]([N:25]=[C:26]=[N:27][CH:28]2[CH2:29][CH2:30][CH2:31][CH2:32][CH2:33]2)[CH2:34][CH2:35]1.[CH3:36][CH2:37][CH2:38][CH2:39][CH2:40][CH3:41].[O:48]1[CH2:49][CH2:50][CH2:51][CH2:52]1.[OH:13][N:14]1[C:15](=[O:20])[CH2:16][CH2:17][C:18]1=[O:19]>>[C:1]([CH2:2][CH2:3][C:4](=[O:5])[O:6][N:14]1[C:15](=[O:20])[CH2:16][CH2:17][C:18]1=[O:19])(=[O:7])[O:8][C:9]([CH3:10])([CH3:11])[CH3:12].